Dataset: the Open Reaction Database (ORD), a public repository of structured organic reaction records. Task: describe an organic reaction: reactants, conditions, products, and yield Starting materials: CCOC(CO)OCC, C1CCOC1, O=[N+]([O-])c1c(F)cc(F)c(F)c1Nc1ccc(I)cc1F, [H-], [Na+], O. Product: CCOC(COc1cc(F)c(F)c(Nc2ccc(I)cc2F)c1[N+](=O)[O-])OCC. RXN SMILES: [CH2:1]([CH3:2])[O:3][CH:4]([CH2:5][OH:6])[O:7][CH2:8][CH3:9].[CH2:34]1[O:35][CH2:36][CH2:37][CH2:38]1.[F:12][c:13]1[c:14]([NH:15][c:16]2[c:17]([F:23])[cH:18][c:19]([I:22])[cH:20][cH:21]2)[c:24]([N+:30](=[O:31])[O-:32])[c:25]([F:29])[cH:26][c:27]1[F:28].[H-:10].[Na+:11].[OH2:33]>>[CH2:1]([CH3:2])[O:3][CH:4]([CH2:5][O:6][c:25]1[c:24]([N+:30](=[O:31])[O-:32])[c:14]([NH:15][c:16]2[c:17]([F:23])[cH:18][c:19]([I:22])[cH:20][cH:21]2)[c:13]([F:12])[c:27]([F:28])[cH:26]1)[O:7][CH2:8][CH3:9].